From a dataset of the Open Reaction Database (ORD), a public repository of structured organic reaction records. describe an organic reaction: reactants, conditions, products, and yield Reactants: C(C1=CC=CC=C1)N1CC=CC1 (1-benzyl-3-pyrroline), O.O.C1(=C(C(=CC(=C1)C)C)S(=O)(=O)O)C (2-mesitylenesulfonic acid dihydrate), O (water), C1=CC(=CC(=C1)Cl)C(=O)OO (m-CPBA). The solvent is CC(=O)C (acetone). The product is C(C1=CC=CC=C1)N1CC(C(C1)O)O (1-benzyl-3,4-dihydroxypyrrolidine). Isolated yield 85.9%. RXN SMILES: [CH2:1]([N:8]1[CH2:12][CH:11]=[CH:10][CH2:9]1)[C:2]1[CH:7]=[CH:6][CH:5]=[CH:4][CH:3]=1.[OH2:13].[OH2:14].C1(C)C=C(C)C=C(C)C=1S(O)(=O)=O.O.C1C=C(Cl)C=C(C(OO)=O)C=1>CC(C)=O>[CH2:1]([N:8]1[CH2:12][CH:11]([OH:13])[CH:10]([OH:14])[CH2:9]1)[C:2]1[CH:7]=[CH:6][CH:5]=[CH:4][CH:3]=1 |f:1.2.3|. Reported procedure: To a solution of 15.9 g (0.1 mol) of 1-benzyl-3-pyrroline, 56.7 g (0.24 mol) of 2-mesitylenesulfonic acid dihydrate (produced by Aldrich Chemical Co., Inc.), 15.0 g of water, and 60.0 g of acetone in a round flask reactor, 31.1 g (0.13 mol) of 70% m-CPBA (m-chloroperbenzoic acid produced by Tokyo Chemical Industry Co., Ltd.) was added with stirring and allowed to react for 10 hours at 40° C. without irradiation by lamps. After completion, acetone was evaporated under reduced pressure, neutralize... RXN SMILES: C(OC([N:8]1[CH2:13][CH2:12][CH:11]([N:14]([C:18]([C:20]2[CH:24]=[C:23]([C:25]3[CH:30]=[CH:29][C:28]([C:31]#[N:32])=[CH:27][CH:26]=3)[O:22][N:21]=2)=[O:19])[CH:15]2[CH2:17][CH2:16]2)[CH2:10][CH2:9]1)=O)(C)(C)C.FC(F)(F)C(O)=O.[OH-].[Na+].C([O-])([O-])=O.[Na+].[Na+]>ClCCl>[CH:15]1([N:14]([CH:11]2[CH2:12][CH2:13][NH:8][CH2:9][CH2:10]2)[C:18]([C:20]2[CH:24]=[C:23]([C:25]3[CH:26]=[CH:27][C:28]([C:31]#[N:32])=[CH:29][CH:30]=3)[O:22][N:21]=2)=[O:19])[CH2:17][CH2:16]1 |f:2.3,4.5.6|. The solvent is ClCCl (dichloromethane), ClCCl (dichloromethane). Reaction conditions: time 3 hour. The reactants are [OH-].[Na+] (NaOH), C(=O)([O-])[O-].[Na+].[Na+] (Na2CO3), C(C)(C)(C)OC(=O)N1CCC(CC1)N(C1CC1)C(=O)C1=NOC(=C1)C1=CC=C(C=C1)C#N (4-{[5-(4-cyano-phenyl)-isoxazole-3-carbonyl]-cyclopropyl-amino}-piperidine-1-carboxylic acid tert-butyl ester), FC(C(=O)O)(F)F (trifluoroacetic acid). Procedure: A mixture of 4-{[5-(4-cyano-phenyl)-isoxazole-3-carbonyl]-cyclopropyl-amino}-piperidine-1-carboxylic acid tert-butyl ester (90 mg) and trifluoroacetic acid (0.20 mL) in dichloromethane (3 mL) is stirred for 3 h at room temperature. The reaction mixture is diluted with dichloromethane prior to the addition of 2 N aqueous NaOH solution (1.5 mL) and aqueous Na2CO3 solution. The resulting mixture is stirred vigorously for 10 min. The organic phase is separated and the aqueous phase is extracted with... The product is C1(CC1)N(C(=O)C1=NOC(=C1)C1=CC=C(C=C1)C#N)C1CCNCC1 (5-(4-Cyano-phenyl)-isoxazole-3-carboxylic acid cyclopropyl-piperidin-4-yl-amide).